From a dataset of the Open Reaction Database (ORD), a public repository of structured organic reaction records. describe an organic reaction: reactants, conditions, products, and yield Starting materials: C[C@@H]1CNC[C@@H](O1)C ((cis)-2,6-dimethylmorpholine), C=O (formaldehyde), [N+](#[C-])C1=CC=C(C#N)C=C1 (4-isocyanobenzonitrile), C[Si](C)(C)N=[N+]=[N-] (trimethylsilylazide). The solvent is CO (methanol). Conditions: time 40 minute. Product: C[C@@H]1CN(C[C@@H](O1)C)CC1=NN=NN1C1=CC=C(C#N)C=C1 ((cis)-4-(5-{[2,6-Dimethyl-4-morpholinyl]methyl}-1H-tetrazol-1-yl)benzonitrile). As a reaction SMILES: [CH3:1][C@H:2]1[O:7][C@@H:6]([CH3:8])[CH2:5][NH:4][CH2:3]1.[CH2:9]=O.[N+:11]([C:13]1[CH:20]=[CH:19][C:16]([C:17]#[N:18])=[CH:15][CH:14]=1)#[C-:12].C[Si]([N:25]=[N+:26]=[N-:27])(C)C>CO>[CH3:8][C@H:6]1[O:7][C@@H:2]([CH3:1])[CH2:3][N:4]([CH2:9][C:12]2[N:11]([C:13]3[CH:20]=[CH:19][C:16]([C:17]#[N:18])=[CH:15][CH:14]=3)[N:27]=[N:26][N:25]=2)[CH2:5]1. Reported procedure: To a solution of (cis)-2,6-dimethylmorpholine (104 mg, 0.9 mmol, Alfa Aesar, Ward Hill, USA) in methanol (3 mL) was added formaldehyde (37% aqueous) (0.067 mL, 0.900 mmol). The reaction mixture was shaken at room temperature for 40 minutes. To the reaction mixture was added 4-isocyanobenzonitrile (128 mg, 1 mmol) and trimethylsilylazide (0.133 mL, 1.00 mmol). The reaction mixture was shaken at room temperature for a further 18 hours. Reactants: N#CCNC(=O)C1CCCCC1CBr, O=C([O-])[O-], CC(C)=O, [Cs+], [Cs+], Fc1ccc(S)cc1. The product is N#CCNC(=O)C1CCCCC1CSc1ccc(F)cc1. As a reaction SMILES: [Br:1][CH2:2][CH:3]1[CH:4]([C:9](=[O:10])[NH:11][CH2:12][C:13]#[N:14])[CH2:5][CH2:6][CH2:7][CH2:8]1.[C:15](=[O:16])([O-:17])[O-:18].[CH3:29][C:30](=[O:31])[CH3:32].[Cs+:19].[Cs+:20].[F:21][c:22]1[cH:23][cH:24][c:25]([SH:28])[cH:26][cH:27]1>>[CH2:2]([CH:3]1[CH:4]([C:9](=[O:10])[NH:11][CH2:12][C:13]#[N:14])[CH2:5][CH2:6][CH2:7][CH2:8]1)[S:28][c:25]1[cH:24][cH:23][c:22]([F:21])[cH:27][cH:26]1. Starting materials: ClP1OCC(C(O1)C(C)C)(C)C (2-chloro-5,5-dimethyl-4-isopropyl-1,3,2-dioxaphosphorinane), CC1(NC(CC(C1)NCCCCCCNC1CC(NC(C1)(C)C)(C)C)(C)C)C (N,N'-bis(2,2,6,6-tetramethyl-4-piperidyl)hexamethylenediamine). The product is CC1(C(OP(OC1)N(CCCCCCN(C1CC(NC(C1)(C)C)(C)C)P1OCC(C(O1)C(C)C)(C)C)C1CC(NC(C1)(C)C)(C)C)C(C)C)C (N,N'-bis(5,5-dimethyl-4-isopropyl-1,3,2-dioxaphosphorinan-2-yl)-N,N'-bis(2,2,6,6-tetramethyl-4-piperidyl)hexamethylenediamine). RXN SMILES: Cl[P:2]1[O:7][CH:6]([CH:8]([CH3:10])[CH3:9])[C:5]([CH3:12])([CH3:11])[CH2:4][O:3]1.[CH3:13][C:14]1([CH3:40])[CH2:19][CH:18]([NH:20][CH2:21][CH2:22][CH2:23][CH2:24][CH2:25][CH2:26][NH:27][CH:28]2[CH2:33][C:32]([CH3:35])([CH3:34])[NH:31][C:30]([CH3:37])([CH3:36])[CH2:29]2)[CH2:17][C:16]([CH3:39])([CH3:38])[NH:15]1>>[CH3:11][C:5]1([CH3:12])[CH2:4][O:3][P:2]([N:20]([CH:18]2[CH2:19][C:14]([CH3:40])([CH3:13])[NH:15][C:16]([CH3:39])([CH3:38])[CH2:17]2)[CH2:21][CH2:22][CH2:23][CH2:24][CH2:25][CH2:26][N:27]([P:2]2[O:7][CH:6]([CH:8]([CH3:9])[CH3:10])[C:5]([CH3:11])([CH3:12])[CH2:4][O:3]2)[CH:28]2[CH2:29][C:30]([CH3:37])([CH3:36])[NH:31][C:32]([CH3:35])([CH3:34])[CH2:33]2)[O:7][CH:6]1[CH:8]([CH3:10])[CH3:9]. Procedure details: If 2-chloro-5,5-dimethyl-4-isopropyl-1,3,2-dioxaphosphorinane is reacted with N,N'-bis(2,2,6,6-tetramethyl-4-piperidyl)hexamethylenediamine in a procedure analogous to Example 1, N,N'-bis(5,5-dimethyl-4-isopropyl-1,3,2-dioxaphosphorinan-2-yl)-N,N'-bis(2,2,6,6-tetramethyl-4-piperidyl)hexamethylenediamine is obtained, which melts at 95°-97° (Compound No. 7). Starting materials: CCOC(=O)C1(N)Cc2ccccc2C1, CC1(C)Cc2cccc(C(=O)Cl)c2O1, CO, CN(C)c1ccncc1, CCN(C(C)C)C(C)C, ClCCl. The product is CCOC(=O)C1(NC(=O)c2cccc3c2OC(C)(C)C3)Cc2ccccc2C1. Reaction SMILES: [CH2:1]([CH3:2])[O:3][C:4](=[O:5])[C:6]1([NH2:15])[CH2:7][c:8]2[cH:9][cH:10][cH:11][cH:12][c:13]2[CH2:14]1.[CH3:25][C:26]1([CH3:38])[O:27][c:28]2[c:29]([cH:31][cH:32][cH:33][c:34]2[C:35](=[O:36])[Cl:37])[CH2:30]1.[CH3:39][OH:40].[CH3:41][N:42]([CH3:43])[c:44]1[cH:45][cH:46][n:47][cH:48][cH:49]1.[CH:16]([N:17]([CH2:18][CH3:19])[CH:20]([CH3:21])[CH3:22])([CH3:23])[CH3:24].[Cl:50][CH2:51][Cl:52]>>[CH2:1]([CH3:2])[O:3][C:4](=[O:5])[C:6]1([NH:15][C:35]([c:34]2[c:28]3[c:29]([cH:31][cH:32][cH:33]2)[CH2:30][C:26]([CH3:25])([CH3:38])[O:27]3)=[O:36])[CH2:7][c:8]2[cH:9][cH:10][cH:11][cH:12][c:13]2[CH2:14]1. The reactants are CC(C)C(NC(=O)C(C)N(C)C(=O)OC(C)(C)C)C(=O)N1CCN(C(=O)OCc2ccccc2)CC1C(=O)NC1CCCc2ccccc21, CO, [H][H]. Product: CC(C)C(NC(=O)C(C)N(C)C(=O)OC(C)(C)C)C(=O)N1CCNCC1C(=O)NC1CCCc2ccccc21. RXN SMILES: [C:1]([CH3:2])([CH3:3])([CH3:4])[O:5][C:6](=[O:7])[N:8]([CH:9]([C:10](=[O:11])[NH:12][CH:13]([C:14](=[O:15])[N:16]1[CH:17]([C:32](=[O:33])[NH:34][CH:35]2[CH2:36][CH2:37][CH2:38][c:39]3[cH:40][cH:41][cH:42][cH:43][c:44]32)[CH2:18][N:19]([C:22]([O:23][CH2:24][c:25]2[cH:26][cH:27][cH:28][cH:29][cH:30]2)=[O:31])[CH2:20][CH2:21]1)[CH:45]([CH3:46])[CH3:47])[CH3:48])[CH3:49].[CH3:52][OH:53].[H:50][H:51]>>[C:1]([CH3:2])([CH3:3])([CH3:4])[O:5][C:6](=[O:7])[N:8]([CH:9]([C:10](=[O:11])[NH:12][CH:13]([C:14](=[O:15])[N:16]1[CH:17]([C:32](=[O:33])[NH:34][CH:35]2[CH2:36][CH2:37][CH2:38][c:39]3[cH:40][cH:41][cH:42][cH:43][c:44]32)[CH2:18][NH:19][CH2:20][CH2:21]1)[CH:45]([CH3:46])[CH3:47])[CH3:48])[CH3:49]. The reactants are OC=1SC=CC1 (2-hydroxy-thiophene), BrCC(=O)OCC (ethyl bromoacetate), [OH-].[Na+] (NaOH). The reagents and catalysts are [N+](CCCC)(CCCC)(CCCC)CCCC.[O-]S(=O)(=O)O (n-Bu4NHSO4). Run in C(Cl)(Cl)Cl (CHCl3), O (water). Product: S1C(=CC=C1)OCC(=O)OCC (Ethyl 2-thienyloxyacetate). The yield is 19.4%. RXN SMILES: [OH:1][C:2]1[S:3][CH:4]=[CH:5][CH:6]=1.Br[CH2:8][C:9]([O:11][CH2:12][CH3:13])=[O:10].[OH-].[Na+]>C(Cl)(Cl)Cl.[N+](CCCC)(CCCC)(CCCC)CCCC.[O-]S(O)(=O)=O.O>[S:3]1[CH:4]=[CH:5][CH:6]=[C:2]1[O:1][CH2:8][C:9]([O:11][CH2:12][CH3:13])=[O:10] |f:2.3,5.6|. Procedure details: To a solution of 2-hydroxy-thiophene (32 g, 320 mmol) in CHCl3 (500 mL) is added ethyl bromoacetate (53.4 g, 320 mmol). To the resulting solution is added a solution containing n-Bu4NHSO4 (25 g, 74 mmol) and NaOH (15.8 g, 394 mmol) in water (500 mL). After addition, the solution is stirred vigorously using mechanical stirring. The reaction is stirred for 12 hours. After this time, the layers are separated. The aqueous layer is extracted with CHCl3. The combined organic layers are washed with wat... Starting materials: B(F)(F)F.CCOCC (Boron trifluoride etherate), FC1=CC=C(C=C1)CC(=O)C1=NC(=CC=C1)C (2-(4-fluoro-phenyl)-1-(6-methyl-pyridin-2-yl)-ethanone), NN1C(CC[C@@H]1COCC1=CC=CC=C1)=O ((R)-1-amino-5-benzyloxymethyl-pyrrolidin-2-one). The solvent is O1CCCC1 (tetrahydrofuran), O1CCCC1 (tetrahydrofuran). Reaction conditions: time 30 minute. Product: C(C1=CC=CC=C1)OC[C@H]1CCC(N1N=C(CC1=CC=C(C=C1)F)C1=NC(=CC=C1)C)=O ((R)-5-Benzyloxymethyl-1-[2-(4-fluoro-phenyl)-1-(6-methyl-pyridin-2-yl)-ethylideneamino]-pyrrolidin-2-one). As a reaction SMILES: B(F)(F)F.CCOCC.[F:10][C:11]1[CH:16]=[CH:15][C:14]([CH2:17][C:18]([C:20]2[CH:25]=[CH:24][CH:23]=[C:22]([CH3:26])[N:21]=2)=O)=[CH:13][CH:12]=1.[NH2:27][N:28]1[C@@H:32]([CH2:33][O:34][CH2:35][C:36]2[CH:41]=[CH:40][CH:39]=[CH:38][CH:37]=2)[CH2:31][CH2:30][C:29]1=[O:42]>O1CCCC1>[CH2:35]([O:34][CH2:33][C@@H:32]1[N:28]([N:27]=[C:18]([C:20]2[CH:25]=[CH:24][CH:23]=[C:22]([CH3:26])[N:21]=2)[CH2:17][C:14]2[CH:15]=[CH:16][C:11]([F:10])=[CH:12][CH:13]=2)[C:29](=[O:42])[CH2:30][CH2:31]1)[C:36]1[CH:37]=[CH:38][CH:39]=[CH:40][CH:41]=1 |f:0.1|. Reported procedure: Boron trifluoride etherate (0.25 mL, 1.98 mmol) is added to a solution of 2-(4-fluoro-phenyl)-1-(6-methyl-pyridin-2-yl)-ethanone (0.45 g, 1.98 mmol) in tetrahydrofuran (6.6 mL) under nitrogen and stirred for 30 min. A solution of (R)-1-amino-5-benzyloxymethyl-pyrrolidin-2-one (0.43 g, 1.98 mmol) in tetrahydrofuran (1.0 mL) is added and the resulting mixture is stirred for 1 h. The mixture is concentrated in vacuo and the residue chromatographed on a SiO2 column (30% ethyl acetate/hexanes) to yie... Starting materials: C(C)OC(C=C(OCC)N)=O (β-amino-β-ethoxyacrylic acid ethyl ester), C1(=CC=C(C=C1)S(=O)(=O)O)C (p-toluenesulphonic acid), BrC=1C=C(CNN)C=CC1 (m-bromobenzylhydrazine). Run in C(C)O (ethanol). Reaction conditions: time 2 hour. Product: NC=1NN(C(C1)=O)CC1=CC(=CC=C1)Br (3-Amino-1-(3-bromobenzyl)-pyrazol-5-one). Reaction SMILES: C([O:3][C:4](=O)[CH:5]=[C:6]([NH2:10])OCC)C.C1(C)C=CC(S(O)(=O)=O)=CC=1.[Br:23][C:24]1[CH:25]=[C:26]([CH:30]=[CH:31][CH:32]=1)[CH2:27][NH:28][NH2:29]>C(O)C>[NH2:10][C:6]1[NH:29][N:28]([CH2:27][C:26]2[CH:30]=[CH:31][CH:32]=[C:24]([Br:23])[CH:25]=2)[C:4](=[O:3])[CH:5]=1. Reported procedure: 20.5 g of β-amino-β-ethoxyacrylic acid ethyl ester together with 1.5 g of p-toluenesulphonic acid were dissolved in 200 ml of ethanol. 26 g of m-bromobenzylhydrazine were added dropwise to this solution, under nitrogen. After stirring for two hours, the mixture was left to stand overnight and the compound identified above, which had separated out as a precipitate, was filtered off and recrystallised from ethanol. Melting Point: 160°, 12 g (35%).